This data is from the Open Reaction Database (ORD), a public repository of structured organic reaction records. The task is: describe an organic reaction: reactants, conditions, products, and yield Reactants: O=C(O)C=Cc1ccc(NC(=O)c2ccncc2)cc1, CCN=C=NCCCN(C)C, CN(C)C=O, Cl, Cc1cc(OCc2ccccn2)c2cccc(OCc3c(Cl)ccc(N(C)C(=O)CN)c3Cl)c2n1, O, On1nnc2ccccc21. Product: Cc1cc(OCc2ccccn2)c2cccc(OCc3c(Cl)ccc(N(C)C(=O)CNC(=O)C=Cc4ccc(NC(=O)c5ccncc5)cc4)c3Cl)c2n1. RXN SMILES: [C:36]([c:37]1[cH:38][cH:39][n:40][cH:41][cH:42]1)(=[O:43])[NH:44][c:45]1[cH:46][cH:47][c:48]([CH:49]=[CH:50][C:51](=[O:52])[OH:53])[cH:54][cH:55]1.[CH2:57]([N:58]=[C:59]=[N:60][CH2:61][CH2:62][CH2:63][N:64]([CH3:65])[CH3:66])[CH3:67].[CH3:78][N:79]([CH3:80])[CH:81]=[O:82].[ClH:56].[NH2:1][CH2:2][C:3](=[O:4])[N:5]([CH3:6])[c:7]1[c:8]([Cl:35])[c:9]([CH2:10][O:11][c:12]2[cH:13][cH:14][cH:15][c:16]3[c:17]([O:23][CH2:24][c:25]4[n:26][cH:27][cH:28][cH:29][cH:30]4)[cH:18][c:19]([CH3:22])[n:20][c:21]23)[c:31]([Cl:34])[cH:32][cH:33]1.[OH2:83].[OH:68][n:69]1[c:70]2[cH:71][cH:72][cH:73][cH:74][c:75]2[n:76][n:77]1>>[NH:1]([CH2:2][C:3](=[O:4])[N:5]([CH3:6])[c:7]1[c:8]([Cl:35])[c:9]([CH2:10][O:11][c:12]2[cH:13][cH:14][cH:15][c:16]3[c:17]([O:23][CH2:24][c:25]4[n:26][cH:27][cH:28][cH:29][cH:30]4)[cH:18][c:19]([CH3:22])[n:20][c:21]23)[c:31]([Cl:34])[cH:32][cH:33]1)[C:51]([CH:50]=[CH:49][c:48]1[cH:47][cH:46][c:45]([NH:44][C:36]([c:37]2[cH:38][cH:39][n:40][cH:41][cH:42]2)=[O:43])[cH:55][cH:54]1)=[O:52]. Reactants: CC(C)(C)[O-].[K+] (t-BuOK), ClC=1C=C(C=CC1O)NC(=O)C=1C(N(N(C1C)C)C1=CC=CC=C1)=O (N-(3-chloro-4-hydroxyphenyl)-1,5-dimethyl-3-oxo-2-phenyl-2,3-dihydro-1H-pyrazole-4-carboxamide), ClC1=CC(=NC=C1)C(=O)N (4-chloropicolinamide). The solvent is CN(C)C=O (DMF). Run at time 30 minute. Product: ClC1=C(OC=2C(=NC=CC2)C(=O)N)C=CC(=C1)NC(=O)C=1C(N(N(C1C)C)C1=CC=CC=C1)=O ((2-chloro-4-(1,5-dimethyl-3-oxo-2-phenyl-2,3-dihydro-1H-pyrazole-4-carboxamido)phenoxy)picolinamide). Isolated yield 40.5%. As a reaction SMILES: [Cl:1][C:2]1[CH:3]=[C:4]([NH:9][C:10]([C:12]2[C:13](=[O:25])[N:14]([C:19]3[CH:24]=[CH:23][CH:22]=[CH:21][CH:20]=3)[N:15]([CH3:18])[C:16]=2[CH3:17])=[O:11])[CH:5]=[CH:6][C:7]=1[OH:8].CC([O-])(C)C.[K+].Cl[C:33]1[CH:38]=[CH:37][N:36]=[C:35]([C:39]([NH2:41])=[O:40])[CH:34]=1>CN(C=O)C>[Cl:1][C:2]1[CH:3]=[C:4]([NH:9][C:10]([C:12]2[C:13](=[O:25])[N:14]([C:19]3[CH:20]=[CH:21][CH:22]=[CH:23][CH:24]=3)[N:15]([CH3:18])[C:16]=2[CH3:17])=[O:11])[CH:5]=[CH:6][C:7]=1[O:8][C:34]1[C:35]([C:39]([NH2:41])=[O:40])=[N:36][CH:37]=[CH:38][CH:33]=1 |f:1.2|. Reported procedure: To a suspension of N-(3-chloro-4-hydroxyphenyl)-1,5-dimethyl-3-oxo-2-phenyl-2,3-dihydro-1H-pyrazole-4-carboxamide (1.074 g, 3.0 mmol) in DMF (12 mL) was added t-BuOK (539 mg, 4.8 mmol). The mixture was stirred at rt for 30 minutes, then 4-chloropicolinamide (517 mg, 3.3 mmol) was added. The mixture was stirred at 120° C. for 36 hours, then cooled to rt, quenched with 50 mL of water and extracted with EtOAc (50 mL×3). The combined organic phases were washed with brine (50 mL×3), dried over anhydr... The reactants are O=C([O-])O, CCNC(=O)c1cc(-c2cc(Br)c(OCc3ccccc3)cc2OCc2ccccc2)on1, [Na+], CN(C)C=O, O, Cl[Pd]Cl, OB(O)C=Cc1ccccc1, c1ccc(P(c2ccccc2)c2ccccc2)cc1, c1ccc(P(c2ccccc2)c2ccccc2)cc1. Product: CCNC(=O)c1cc(-c2cc(C=Cc3ccccc3)c(OCc3ccccc3)cc2OCc2ccccc2)on1. As a reaction SMILES: [C:45](=[O:46])([O-:47])[OH:48].[CH2:12]([CH3:13])[NH:14][C:15](=[O:16])[c:17]1[n:18][o:19][c:20](-[c:22]2[c:23]([O:37][CH2:38][c:39]3[cH:40][cH:41][cH:42][cH:43][cH:44]3)[cH:24][c:25]([O:29][CH2:30][c:31]3[cH:32][cH:33][cH:34][cH:35][cH:36]3)[c:26]([Br:28])[cH:27]2)[cH:21]1.[Na+:49].[O:50]=[CH:51][N:52]([CH3:53])[CH3:54].[OH2:96].[Pd:55]([Cl:56])[Cl:57].[c:1]1([CH:7]=[CH:8][B:9]([OH:10])[OH:11])[cH:2][cH:3][cH:4][cH:5][cH:6]1.[c:58]1([P:59]([c:60]2[cH:61][cH:62][cH:63][cH:64][cH:65]2)[c:66]2[cH:67][cH:68][cH:69][cH:70][cH:71]2)[cH:72][cH:73][cH:74][cH:75][cH:76]1.[c:77]1([P:78]([c:79]2[cH:80][cH:81][cH:82][cH:83][cH:84]2)[c:85]2[cH:86][cH:87][cH:88][cH:89][cH:90]2)[cH:91][cH:92][cH:93][cH:94][cH:95]1>>[c:1]1([CH:7]=[CH:8][c:26]2[c:25]([O:29][CH2:30][c:31]3[cH:32][cH:33][cH:34][cH:35][cH:36]3)[cH:24][c:23]([O:37][CH2:38][c:39]3[cH:40][cH:41][cH:42][cH:43][cH:44]3)[c:22](-[c:20]3[o:19][n:18][c:17]([C:15]([NH:14][CH2:12][CH3:13])=[O:16])[cH:21]3)[cH:27]2)[cH:2][cH:3][cH:4][cH:5][cH:6]1. Starting materials: CCOc1ccc(-c2c(C#N)c3ccc(Br)cc3n2CC)cc1, Brc1ccc2cc[nH]c2c1, CC(C)(C)OC(N)=O, CNC1CCCCC1NC, Cc1ccccc1, [Cu]I, [K+], [K+], O=C([O-])[O-]. Yields the product CCOc1ccc(-c2c(C#N)c3ccc(NC(=O)OC(C)(C)C)cc3n2CC)cc1. Reaction SMILES: [Br:1][c:2]1[cH:3][cH:4][c:5]2[c:6]([C:22]#[N:23])[c:7](-[c:13]3[cH:14][cH:15][c:16]([O:19][CH2:20][CH3:21])[cH:17][cH:18]3)[n:8]([CH2:11][CH3:12])[c:9]2[cH:10]1.[Br:24][c:25]1[cH:26][c:27]2[c:28]([cH:29][cH:30][nH:31]2)[cH:32][cH:33]1.[C:40]([NH2:41])([O:42][C:43]([CH3:44])([CH3:45])[CH3:46])=[O:47].[CH3:48][NH:49][CH:50]1[CH2:51][CH2:52][CH2:53][CH2:54][CH:55]1[NH:56][CH3:57].[CH3:60][c:61]1[cH:62][cH:63][cH:64][cH:65][cH:66]1.[Cu:58][I:59].[K+:34].[K+:35].[O-:36][C:37]([O-:38])=[O:39]>>[c:2]1([NH:41][C:40]([O:42][C:43]([CH3:44])([CH3:45])[CH3:46])=[O:47])[cH:3][cH:4][c:5]2[c:6]([C:22]#[N:23])[c:7](-[c:13]3[cH:14][cH:15][c:16]([O:19][CH2:20][CH3:21])[cH:17][cH:18]3)[n:8]([CH2:11][CH3:12])[c:9]2[cH:10]1. Starting materials: O.O[C@@H]1[C@H](O)[C@@H](O)[C@H](O[C@H]2[C@H](O)[C@@H](O)[C@@H](O)[C@H](O2)CO)[C@H](O1)CO (alpha-lactose monohydrate), O (water), C(=O)=O (CO2). Run in CO (methanol). Yields the product OC1[C@H](O)[C@@H](O)[C@H](O[C@H]2[C@H](O)[C@@H](O)[C@@H](O)[C@H](O2)CO)[C@H](O1)CO (Lactose). Reaction SMILES: O.[OH:2][C@H:3]1[O:22][C@H:21]([CH2:23][OH:24])[C@@H:8]([O:9][C@@H:10]2[O:18][C@H:17]([CH2:19][OH:20])[C@H:15]([OH:16])[C@H:13]([OH:14])[C@H:11]2[OH:12])[C@H:6]([OH:7])[C@H:4]1[OH:5].O.C(=O)=O>CO>[OH:2][CH:3]1[O:22][C@H:21]([CH2:23][OH:24])[C@@H:8]([O:9][C@@H:10]2[O:18][C@H:17]([CH2:19][OH:20])[C@H:15]([OH:16])[C@H:13]([OH:14])[C@H:11]2[OH:12])[C@H:6]([OH:7])[C@H:4]1[OH:5] |f:0.1|. Reported procedure: 0.3 g of alpha-lactose monohydrate was dissolved in 2 ml deionized water, 98 ml of methanol was added to the aqueous solution and the mixture was introduced into the 32 ml particle formation vessel through the three-passage nozzle. The operating conditions were 270 bar and 70° C. inside the vessel, a solution flow rate (in the intermediate nozzle passage) of 0.5 ml/min and a supercritical CO2 flow rate (in the inner and outer passages) of 7.5 ml/min. The product (a fine white powder) was collect... Starting materials: C(C1=CC=CC=C1)OC1=CC(N(C=C1)CC(=O)C1=CC=C(C=C1)CO)=O (4-Benzyloxy-1-[2-(4-hydroxymethyl-phenyl)-2-oxo-ethyl]-1H-pyridin-2-one), ClC=1C=CC(=NC1)COC1=CC(NN=C1)=O (5-(5-chloro-pyridin-2-ylmethoxy)-2H-pyridazin-3-one), C(C)(C)(C)OC(=O)N1CC2=CC(=CC=C2CC1)CCOS(=O)(=O)C1=CC=C(C=C1)C (7-[2-(toluene-4-sulfonyloxy)-ethyl]-3,4-dihydro-1H-isoquinoline-2-carboxylic acid tert-butyl ester). Product: C(C)(C)(C)OC(=O)N1CC2=CC(=CC=C2CC1)CCN1N=CC(=CC1=O)OCC1=NC=C(C=C1)Cl (7-{2-[4-(5-Chloro-pyridin-2-ylmethoxy)-6-oxo-6H-pyridazin-1-yl]-ethyl}-3,4-dihydro-1H-isoquinoline-2-carboxylic acid tert-butyl ester). RXN SMILES: C(OC1C=CN(CC(C2C=CC(CO)=CC=2)=O)C(=O)C=1)C1C=CC=CC=1.[Cl:27][C:28]1[CH:29]=[CH:30][C:31]([CH2:34][O:35][C:36]2[CH:41]=[N:40][NH:39][C:38](=[O:42])[CH:37]=2)=[N:32][CH:33]=1.[C:43]([O:47][C:48]([N:50]1[CH2:59][CH2:58][C:57]2[C:52](=[CH:53][C:54]([CH2:60][CH2:61]OS(C3C=CC(C)=CC=3)(=O)=O)=[CH:55][CH:56]=2)[CH2:51]1)=[O:49])([CH3:46])([CH3:45])[CH3:44]>>[C:43]([O:47][C:48]([N:50]1[CH2:59][CH2:58][C:57]2[C:52](=[CH:53][C:54]([CH2:60][CH2:61][N:39]3[C:38](=[O:42])[CH:37]=[C:36]([O:35][CH2:34][C:31]4[CH:30]=[CH:29][C:28]([Cl:27])=[CH:33][N:32]=4)[CH:41]=[N:40]3)=[CH:55][CH:56]=2)[CH2:51]1)=[O:49])([CH3:46])([CH3:45])[CH3:44]. Reported procedure: 7-{2-[4-(5-Chloro-pyridin-2-ylmethoxy)-6-oxo-6H-pyridazin-1-yl]-ethyl}-3,4-dihydro-1H-isoquinoline-2-carboxylic acid tert-butyl ester is prepared following preparation 15b from 1.20 g (5.05 mmol) 5-(5-chloro-pyridin-2-ylmethoxy)-2H-pyridazin-3-one (preparation 18b) and 2.62 g (6.06 mmol) 7-[2-(toluene-4-sulfonyloxy)-ethyl]-3,4-dihydro-1H-isoquinoline-2-carboxylic acid tert-butyl ester (preparation 7). Starting materials: NCC=1C(=CC(=C(C1)C=1NC(N(N1)C1=CC(=C(C=C1)C)Cl)=O)Cl)F (5-(5-(aminomethyl)-2-chloro-4-fluorophenyl)-2-(3-chloro-4-methylphenyl)-2H-1,2,4-triazol-3(4H)-one), C(C(C)(C)C)(=O)Cl (pivaloyl chloride), TEA. Run in C1CCOC1 (THF). Product: ClC1=CC(=C(CNC(C(C)(C)C)=O)C=C1C1=NN(C(N1)=O)C1=CC(=C(C=C1)C)Cl)F (N-(4-Chloro-5-(1-(3-chloro-4-methylphenyl)-4,5-dihydro-5-oxo-1H-1,2,4-triazol-3-yl)-2-fluorobenzyl)pivalamide). Reaction SMILES: [NH2:1][CH2:2][C:3]1[C:4]([F:24])=[CH:5][C:6]([Cl:23])=[C:7]([C:9]2[NH:10][C:11](=[O:22])[N:12]([C:14]3[CH:19]=[CH:18][C:17]([CH3:20])=[C:16]([Cl:21])[CH:15]=3)[N:13]=2)[CH:8]=1.[C:25](Cl)(=[O:30])[C:26]([CH3:29])([CH3:28])[CH3:27]>C1COCC1>[Cl:23][C:6]1[C:7]([C:9]2[NH:10][C:11](=[O:22])[N:12]([C:14]3[CH:19]=[CH:18][C:17]([CH3:20])=[C:16]([Cl:21])[CH:15]=3)[N:13]=2)=[CH:8][C:3]([CH2:2][NH:1][C:25](=[O:30])[C:26]([CH3:29])([CH3:28])[CH3:27])=[C:4]([F:24])[CH:5]=1. Reported procedure: The title compound was prepared according to the procedure described in Example-108 by using 5-(5-(aminomethyl)-2-chloro-4-fluorophenyl)-2-(3-chloro-4-methylphenyl)-2H-1,2,4-triazol-3(4H)-one (Intermediate-88, 0.200 g), pivaloyl chloride (0.5 mL), TEA (2.0 mL), dry THF (5 mL) to afford 0.074 g of the desired product. 1H NMR (300 MHz, DMSO d6): δ 1.11 (s, 9H), 2.32 (s, 3H), 4.29 (d, J=8.8 Hz, 2H), 7.43 (d, J=11.6 Hz, 1H), 7.60-7.67 (m, 1H), 7.79 (d, J=10.4 Hz, 1H), 7.96 (s, 1H), 8.15 (m, 1H), 12....